Dataset: the Open Reaction Database (ORD), a public repository of structured organic reaction records. Task: describe an organic reaction: reactants, conditions, products, and yield The reactants are NC1=NC2=CC=C(C(=C2C(=N1)N)C)C1=CC(=CC(=C1)C(F)(F)F)C(F)(F)F (2,4-diamino-5-methyl-6-[3,5-di(trifluoromethyl)phenyl]quinazoline), CN(C)C=NC1=NC2=CC=C(C(=C2C(=N1)N=CN(C)C)C)C1=CC(=CC(=C1)C(F)(F)F)C(F)(F)F (2,4-di(dimethylaminomethyleneamino)-5-methyl-6-[3,5-di(trifluoromethyl)phenyl]quinazoline). The solvent is COC(N(C)C)OC (dimethylformamide dimethyl acetal). The product is CC1=NC2=CC=C(C=C2C=N1)C1=CC(=CC(=C1)C(F)(F)F)C(F)(F)F (METHYL-6-[3,5-DI(TRIFLUOROMETHYL)PHENYL]QUINAZOLINE). As a reaction SMILES: N[C:2]1[N:11]=[C:10](N)[C:9]2[C:4](=[CH:5][CH:6]=[C:7]([C:14]3[CH:19]=[C:18]([C:20]([F:23])([F:22])[F:21])[CH:17]=[C:16]([C:24]([F:27])([F:26])[F:25])[CH:15]=3)[C:8]=2C)[N:3]=1.[CH3:28]N(C=NC1N=C(N=CN(C)C)C2C(=CC=C(C3C=C(C(F)(F)F)C=C(C(F)(F)F)C=3)C=2C)N=1)C>COC(OC)N(C)C>[CH3:28][C:2]1[N:11]=[CH:10][C:9]2[C:4](=[CH:5][CH:6]=[C:7]([C:14]3[CH:19]=[C:18]([C:20]([F:22])([F:21])[F:23])[CH:17]=[C:16]([C:24]([F:26])([F:25])[F:27])[CH:15]=3)[CH:8]=2)[N:3]=1. Reported procedure: Under a nitrogen atmosphere, a stirred solution of 1.0 gram (0.0026 mole) of 2,4-diamino-5-methyl-6-[3,5-di(trifluoromethyl)phenyl]quinazoline (Compound 63-prepared as in Example 1) in 20 mL of dimethylformamide dimethyl acetal was heated at 80° C. for about 18 hours. After this time, the reaction mixture was cooled and concentrated under reduced pressure to a residue. The residue was then triturated with petroleum ether, and the resulting solid was collected by filtration. The filter cake was w... Reactants: C(CCC)S (butylmercaptan), [H-].[Na+] (sodium hydride), 27.5, ClC(CN1N=CN=C1)C1=C(C=C(C=C1)Cl)Cl (1-[2-chloro-2-(2,4-dichlorophenyl)-ethyl]-1,2,4-triazole). Solvent: O1CCCC1 (tetrahydrofuran), O1CCCC1 (tetrahydrofuran). Conditions: time 3 day. Yields the product 29.5, C(CCC)SC(CN1N=CN=C1)C1=C(C=C(C=C1)Cl)Cl (1-[2-n-butylmercapto-2-(2,4-dichlorophenyl)-ethyl]-1,2,4-triazole). As a reaction SMILES: [CH2:1]([SH:5])[CH2:2][CH2:3][CH3:4].[H-].[Na+].Cl[CH:9]([C:16]1[CH:21]=[CH:20][C:19]([Cl:22])=[CH:18][C:17]=1[Cl:23])[CH2:10][N:11]1[CH:15]=[N:14][CH:13]=[N:12]1>O1CCCC1>[CH2:1]([S:5][CH:9]([C:16]1[CH:21]=[CH:20][C:19]([Cl:22])=[CH:18][C:17]=1[Cl:23])[CH2:10][N:11]1[CH:15]=[N:14][CH:13]=[N:12]1)[CH2:2][CH2:3][CH3:4] |f:1.2|. Reported procedure: 12.55 parts by weight of butylmercaptan is dripped into a suspension of 3.33 parts by weight of sodium hydride in 180 parts by weight of tetrahydrofuran. A solution of 27.5 parts by weight of 1-[2-chloro-2-(2,4-dichlorophenyl)-ethyl]-1,2,4-triazole in 50 parts of tetrahydrofuran is then dripped in and the mixture is stirred for 3 days at room temperature. The mixture is concentrated, stirred with water, and extracted with dichloromethane. The resulting dichloromethane solution is dried and evapo... Starting materials: CS(=O)(=O)C1=CC2=C(N=C(S2)NC(=O)C23CC4CC(CC(C2)C4)C3)C=C1 (Adamantane-1-carboxylic acid (6-methanesulfonyl-benzothiazol-2-yl)-amide), [H-].[Na+] (sodium hydride), COCCBr (2-bromoethyl methyl ether). The product is CS(=O)(=O)C1=CC2=C(N(C(S2)=NC(=O)C23CC4CC(CC(C2)C4)C3)CCOC)C=C1 (Adamantane-1-carboxylic acid [6-methanesulfonyl-3-(2-methoxyethyl)-3H-benzothiazol-2-ylidene]-amide). As a reaction SMILES: [CH3:1][S:2]([C:5]1[CH:26]=[CH:25][C:8]2[N:9]=[C:10]([NH:12][C:13]([C:15]34[CH2:24][CH:19]5[CH2:20][CH:21]([CH2:23][CH:17]([CH2:18]5)[CH2:16]3)[CH2:22]4)=[O:14])[S:11][C:7]=2[CH:6]=1)(=[O:4])=[O:3].[H-].[Na+].[CH3:29][O:30][CH2:31][CH2:32]Br>>[CH3:1][S:2]([C:5]1[CH:26]=[CH:25][C:8]2[N:9]([CH2:32][CH2:31][O:30][CH3:29])[C:10](=[N:12][C:13]([C:15]34[CH2:22][CH:21]5[CH2:20][CH:19]([CH2:18][CH:17]([CH2:23]5)[CH2:16]3)[CH2:24]4)=[O:14])[S:11][C:7]=2[CH:6]=1)(=[O:3])=[O:4] |f:1.2|. Procedure: The product from Example 62A, sodium hydride (60% solution in mineral oil) and 2-bromoethyl methyl ether were processed as described for Example 17B to afford the title compound. 1H NMR (300 MHz, DMSO-d6) δ ppm 1.61-1.80 (m, 6 H), 1.87-1.94 (m, 6 H), 1.99-2.07 (m, 3 H), 3.24 (s, 3 H), 3.26 (s, 3 H), 3.78 (t, J=5.4 Hz, 2 H), 4.63 (t, J=5.3 Hz, 2 H), 7.82-7.91 (m, 1 H), 7.93-8.03 (m, 1 H), 8.46 (d, J=1.7 Hz, 1 H); MS (ESI+) m/z 449 (M+H)+; Anal. Calculated for C22H28N2O4S2: C, 58.90; H, 6.29; N, 6... The reactants are C1(CCCCC1)C1=CC=C(OC[C@@H]2CN3C(=NC([C@H](C3)C)=O)O2)C=C1 ((2S,6S)-2-(4-cyclohexyl-phenoxymethyl)-6-methyl-2,3,5,6-tetrahydro-oxazolo[3,2-a]pyrimidin-7-one). Reagents/catalysts: [O-2].[Mn+4].[O-2] (manganese(IV) oxide). The solvent is C1(=CC=CC=C1)C (toluene). Run at temperature 110 celsius. Yields the product C1(CCCCC1)C1=CC=C(OC[C@@H]2CN3C(=NC(C(=C3)C)=O)O2)C=C1 ((S)-2-(4-cyclohexyl-phenoxymethyl)-6-methyl-2,3-dihydro-oxazolo[3,2-a]pyrimidin-7-one). Isolated yield 21.2%. Reaction SMILES: [CH:1]1([C:7]2[CH:25]=[CH:24][C:10]([O:11][CH2:12][C@H:13]3[O:23][C:16]4=[N:17][C:18](=[O:22])[C@@H:19]([CH3:21])[CH2:20][N:15]4[CH2:14]3)=[CH:9][CH:8]=2)[CH2:6][CH2:5][CH2:4][CH2:3][CH2:2]1>C1(C)C=CC=CC=1.[O-2].[Mn+4].[O-2]>[CH:1]1([C:7]2[CH:25]=[CH:24][C:10]([O:11][CH2:12][C@H:13]3[O:23][C:16]4=[N:17][C:18](=[O:22])[C:19]([CH3:21])=[CH:20][N:15]4[CH2:14]3)=[CH:9][CH:8]=2)[CH2:2][CH2:3][CH2:4][CH2:5][CH2:6]1 |f:2.3.4|. Procedure: To a solution of (2S,6S)-2-(4-cyclohexyl-phenoxymethyl)-6-methyl-2,3,5,6-tetrahydro-oxazolo[3,2-a]pyrimidin-7-one (38 mg, 0.111 mmol) in toluene (3 ml) was added 96 mg (1.11 mmol) of manganese(IV) oxide. The reaction mixture was heated at 110° C. overnight. The reaction mixture was filtered and the filtrate concentrated and loaded onto a silica gel column, and eluted with 2-7% isopropanol/methylene chloride to afford 8 mg of (S)-2-(4-cyclohexyl-phenoxymethyl)-6-methyl-2,3-dihydro-oxazolo[3,2-a]p... The reactants are C1(CCCC1)N1N=C(C(=C1N)C(=O)N)CC (1-cyclopentyl-3-ethyl-5-amino-1H-pyrazole-4-carboxamide), N1(CCOCC1)C(=O)COC=1C=C(C=O)C=CC1 (3-[4-morpholinylcarbonylmethoxy]benzaldehyde). The solvent is xylenes. Conditions: temperature 160 celsius. The product is C1(CCCC1)N1NC(=C2C1=NC(=NC2=O)C2=CC(=CC=C2)OCC(=O)N2CCOCC2)CC (1-cyclopentyl-3-ethyl-6-[3-(4-morpholinylcarbonylmethoxy)phenyl]pyrazolo[3,4-d]pyrimidin-4-one). RXN SMILES: [CH:1]1([N:6]2[C:10]([NH2:11])=[C:9]([C:12]([NH2:14])=[O:13])[C:8]([CH2:15][CH3:16])=[N:7]2)[CH2:5][CH2:4][CH2:3][CH2:2]1.[N:17]1([C:23]([CH2:25][O:26][C:27]2[CH:28]=[C:29]([CH:32]=[CH:33][CH:34]=2)[CH:30]=O)=[O:24])[CH2:22][CH2:21][O:20][CH2:19][CH2:18]1>>[CH:1]1([N:6]2[C:10]3=[N:11][C:30]([C:29]4[CH:32]=[CH:33][CH:34]=[C:27]([O:26][CH2:25][C:23]([N:17]5[CH2:22][CH2:21][O:20][CH2:19][CH2:18]5)=[O:24])[CH:28]=4)=[N:14][C:12](=[O:13])[C:9]3=[C:8]([CH2:15][CH3:16])[NH:7]2)[CH2:2][CH2:3][CH2:4][CH2:5]1. Reported procedure: A mixture of 1-cyclopentyl-3-ethyl-5-amino-1H-pyrazole-4-carboxamide (1.87 g), 3-[4-morpholinylcarbonylmethoxy]benzaldehyde (2.1 g, 8.43 mmol) and xylenes (20 ml) was heated at 160° C. for about 2 days. The solvent was removed, then methanol was added to the residue and the product was collected by filtration. Additional product was obtained from the filtrates and the product fractions were pooled and recrystallized from CH3CN/CHCl3 to afford 1-cyclopentyl-3-ethyl-6-[3-(4-morpholinylcarbonylmeth... The reactants are C(CC)C1=CC2=C(C=C1C=NO)OCO2 (6-n-propyl-3,4-methylenedioxybenzaldoxime), C(C)(=O)OC(C)=O (acetic anhydride). Run in O (water). Run at time 2 hour. The product is C(CC)C1=CC2=C(C=C1C#N)OCO2 (6-n-Propyl-3,4-methylenedioxy-benzonitrile). RXN SMILES: [CH2:1]([C:4]1[C:9]([CH:10]=[N:11]O)=[CH:8][C:7]2[O:13][CH2:14][O:15][C:6]=2[CH:5]=1)[CH2:2][CH3:3].C(OC(=O)C)(=O)C>O>[CH2:1]([C:4]1[C:9]([C:10]#[N:11])=[CH:8][C:7]2[O:13][CH2:14][O:15][C:6]=2[CH:5]=1)[CH2:2][CH3:3]. Reported procedure: 62.2 g (0.3 mol) of 6-n-propyl-3,4-methylenedioxybenzaldoxime were stirred with 400 ml of acetic anhydride for 3 hours under reflux, and the reaction solution was cooled and poured into water. It was left to stand for 2 hours and then extracted with toluene, and the organic phase was washed first with water, then with sodium bicarbonate solution and again with water until neutral. After drying over sodium sulphate, the organic phase was concentrated and distilled. 38 g (67% of theory) of boiling... Starting materials: BrC1=CN=C2N1N=C(C=C2)N2CCN(CC2)C(=O)NC(C)(C)C (4-(3-bromoimidazo[1,2-b]pyridazin-6-yl)-N-(tert-butyl)piperazine-1-carboxamide), C1(=CC=CC=C1)B(O)O (phenyl boronic acid), O.[O-]P(=O)([O-])[O-].[K+].[K+].[K+] (potassium phosphate tribasic monohydrate), ClCCl (dichloromethane), N#N (N2), N#N (N2). Reagents/catalysts: C1=CC=C(C=C1)P([C-]2C=CC=C2)C3=CC=CC=C3.C1=CC=C(C=C1)P([C-]2C=CC=C2)C3=CC=CC=C3.Cl[Pd]Cl.[Fe+2] ([1,1′-bis(diphenylphosphino)ferrocene]dichloropalladium(II)). The solvent is COCCOC (1,2-dimethoxyethane), O (water). Conditions: temperature 85 celsius. Yields the product Cl.C(C)(C)(C)NC(=O)N1CCN(CC1)C=1C=CC=2N(N1)C(=CN2)C2=CC=CC=C2 (N-(tert-butyl)-4-(3-phenylimidazo[1,2-b]pyridazin-6-yl)piperazine-1-carboxamide monohydrochloride salt). Isolated yield 94.7%. Reaction SMILES: Br[C:2]1[N:6]2[N:7]=[C:8]([N:11]3[CH2:16][CH2:15][N:14]([C:17]([NH:19][C:20]([CH3:23])([CH3:22])[CH3:21])=[O:18])[CH2:13][CH2:12]3)[CH:9]=[CH:10][C:5]2=[N:4][CH:3]=1.[C:24]1(B(O)O)[CH:29]=[CH:28][CH:27]=[CH:26][CH:25]=1.O.[O-]P([O-])([O-])=O.[K+].[K+].[K+].[Cl:42]CCl.N#N>COCCOC.C1C=CC(P(C2C=CC=CC=2)[C-]2C=CC=C2)=CC=1.C1C=CC(P(C2C=CC=CC=2)[C-]2C=CC=C2)=CC=1.Cl[Pd]Cl.[Fe+2].O>[ClH:42].[C:20]([NH:19][C:17]([N:14]1[CH2:15][CH2:16][N:11]([C:8]2[CH:9]=[CH:10][C:5]3[N:6]([C:2]([C:24]4[CH:29]=[CH:28][CH:27]=[CH:26][CH:25]=4)=[CH:3][N:4]=3)[N:7]=2)[CH2:12][CH2:13]1)=[O:18])([CH3:23])([CH3:22])[CH3:21] |f:2.3.4.5.6,10.11.12.13,15.16|. Reported procedure: To a mixture of 4-(3-bromoimidazo[1,2-b]pyridazin-6-yl)-N-(tert-butyl)piperazine-1-carboxamide (301.0 mg, 0.8 mmol), phenyl boronic acid [98-80-8] (117.8 mg, 1.0 mmol), potassium phosphate tribasic monohydrate [27176-10-9] (366.4 mg, 1.6 mmol), and [1,1′-bis(diphenylphosphino)ferrocene]dichloropalladium(II), complex with dichloromethane [95464-05-4] (68.7 mg, 0.1 mmol) contained in a 50 mL round bottomed flask was added a solution of 30% (v/v) water in 1,2-dimethoxyethane (25 mL) and a magnetic ...